Dataset: the Open Reaction Database (ORD), a public repository of structured organic reaction records. Task: describe an organic reaction: reactants, conditions, products, and yield Starting materials: C([O-])(O)=O.[Na+] (sodium bicarbonate), solution, CC1=C(C=CC=C1Cl)[Mg]Cl (2-methyl-3-chlorophenylmagnesium chloride), C(C=C)Br (allyl bromide). The reagents and catalysts are [Cl-].[Cl-].[Cl-].[V+3] (vanadium trichloride). The solvent is ClCCl (dichloromethane), C1CCOC1 (THF). Run at time 0.5 hour. Product: ClC1=C(C(=CC=C1)CC=C)C (1-chloro-2-methyl-3-prop-2-enylbenzene). Yield: 42.5%. RXN SMILES: [CH3:1][C:2]1[C:7]([Cl:8])=[CH:6][CH:5]=[CH:4][C:3]=1[Mg]Cl.[CH2:11](Br)[CH:12]=[CH2:13].C(=O)(O)[O-].[Na+]>ClCCl.C1COCC1.[Cl-].[Cl-].[Cl-].[V+3]>[Cl:8][C:7]1[CH:6]=[CH:5][CH:4]=[C:3]([CH2:13][CH:12]=[CH2:11])[C:2]=1[CH3:1] |f:2.3,6.7.8.9|. Procedure details: 158 g of vanadium trichloride are dissolved in 800 ml of dichloromethane, and 500 ml of a solution of 1 mol of 2-methyl-3-chlorophenylmagnesium chloride in THF are added at 25° C. Stirring is carried out for 0.5 hour, after which 121 g of allyl bromide are added dropwise, stirring is effected for 10 hours at 25° C. and the mixture is then refluxed for 6 hours. The resulting reaction mixture is poured into 2 l of saturated, aqueous sodium bicarbonate solution and then extracted with methyl tertbu... The reactants are C(=C)C1=CC=C(C(=O)Cl)C=C1 (4-vinylbenzoyl chloride), N1=NNC(C2=C1C=CC=C2)=O (benzo-1,2,3-triazin-4-one), N1=CC=CC=C1 (pyridine), ice water. Conditions: time 1.5 hour. Product: C(=C)C1=C(C(=O)N2N=NC3=C(C2=O)C=CC=C3)C=CC=C1 (3-(vinylbenzoyl)benzotriazinone). Reaction SMILES: [N:1]1[C:6]2[CH:7]=[CH:8][CH:9]=[CH:10][C:5]=2[C:4](=[O:11])[NH:3][N:2]=1.C([C:14]1[CH:22]=[CH:21][C:17]([C:18](Cl)=[O:19])=[CH:16][CH:15]=1)=C.N1C=CC=[CH:25][CH:24]=1>>[CH:24]([C:16]1[CH:15]=[CH:14][CH:22]=[CH:21][C:17]=1[C:18]([N:3]1[C:4](=[O:11])[C:5]2[CH:10]=[CH:9][CH:8]=[CH:7][C:6]=2[N:1]=[N:2]1)=[O:19])=[CH2:25]. Procedure details: A solution of benzo-1,2,3-triazin-4-one (3.8835 g) in dry pyridine (40 mL) was stirred, and to this solution was added, over a period of 30 seconds, freshly prepared 4-vinylbenzoyl chloride (4.3945 g, prepared as described in Hirao et al., Macromolecules, 21, 561 (1988)). The resultant reaction mixture was stirred at room temperature for 1.5 hours, then poured into an ice/water mixture (300 mL). The colorless precipitate which formed was filtered off, washed with water on the frit and dried. The...